Dataset: the Open Reaction Database (ORD), a public repository of structured organic reaction records. Task: describe an organic reaction: reactants, conditions, products, and yield Reactants: CC1(COC2(CCC3(CCN(C(O3)=O)[C@@H](C)C3=CC=C(C=C3)C3=CC(N(C=C3)C)=O)CC2)OC1)C (12,12-dimethyl-3-{(S)-1-[4-(1-methyl-2-oxo-1,2-dihydro-pyridin-4-yl)-phenyl]-ethyl}-1,10,14-trioxa-3-aza-dispiro[5.2.5.2]hexadecan-2-one), Intermediate 2. The solvent is O (H2O). Yields the product CN1C(C=C(C=C1)C1=CC=C(C=C1)[C@H](C)N1C(OC2(CC1)CCC(CC2)=O)=O)=O (3-{(S)-1-[4-(1-Methyl-2-oxo-1,2-dihydro-pyridin-4-yl)-phenyl]-ethyl}-1-oxa-3-aza-spiro[5.5]undecane-2,9-dione). The yield is 48.0%. Reaction SMILES: CC1(C)CO[C:5]2([CH2:32][CH2:31][C:8]3([O:13][C:12](=[O:14])[N:11]([C@H:15]([C:17]4[CH:22]=[CH:21][C:20]([C:23]5[CH:28]=[CH:27][N:26]([CH3:29])[C:25](=[O:30])[CH:24]=5)=[CH:19][CH:18]=4)[CH3:16])[CH2:10][CH2:9]3)[CH2:7][CH2:6]2)[O:4]C1>O>[CH3:29][N:26]1[CH:27]=[CH:28][C:23]([C:20]2[CH:21]=[CH:22][C:17]([C@@H:15]([N:11]3[CH2:10][CH2:9][C:8]4([CH2:31][CH2:32][C:5](=[O:4])[CH2:6][CH2:7]4)[O:13][C:12]3=[O:14])[CH3:16])=[CH:18][CH:19]=2)=[CH:24][C:25]1=[O:30]. Procedure: The title compound is prepared from 12,12-dimethyl-3-{(S)-1-[4-(1-methyl-2-oxo-1,2-dihydro-pyridin-4-yl)-phenyl]-ethyl}-1,10,14-trioxa-3-aza-dispiro[5.2.5.2]hexadecan-2-one following a procedure analogous to that described in Step 10 of Intermediate 2. Yield: 48% of theory; Mass spectrum (ESI+): m/z=395 [M+H]+; 1H NMR (400 MHz, DMSO-d6) δ 1.55 (d, J=7.1 Hz, 3H), 1.85-2.05 (m, 5H), 2.08-2.27 (m, 3H), 2.44-2.56 (m, 2H) superimposed by DMSO-d5, 2.81-2.89 (m, 1H), ca. 3.25-3.33 (m, 1H) superimposed ... Starting materials: CO, CC1OC(=O)C(N)C1C(=O)O, [Na+], [OH-]. Yields the product CC(O)C(C(=O)O)C(N)C(=O)O. RXN SMILES: [CH3:14][OH:15].[NH2:1][CH:2]1[C:3](=[O:4])[O:5][CH:6]([CH3:11])[CH:7]1[C:8](=[O:9])[OH:10].[Na+:13].[OH-:12]>>[NH2:1][CH:2]([C:3](=[O:4])[OH:12])[CH:7]([CH:6]([OH:5])[CH3:11])[C:8](=[O:9])[OH:10]. The reactants are ClCCl, O=C(O)C(F)(F)F, CC(C)(C)OC(=O)NC(CNc1nnc(-c2ccc3c(c2)CC(=O)N3)s1)Cc1ccc(C(F)(F)F)cc1. Product: NC(CNc1nnc(-c2ccc3c(c2)CC(=O)N3)s1)Cc1ccc(C(F)(F)F)cc1. Reaction SMILES: [Cl:45][CH2:46][Cl:47].[F:38][C:39]([F:40])([F:41])[C:42]([OH:43])=[O:44].[O:1]=[C:2]1[NH:3][c:4]2[cH:5][cH:6][c:7](-[c:11]3[n:12][n:13][c:14]([NH:16][CH2:17][CH:18]([CH2:19][c:20]4[cH:21][cH:22][c:23]([C:26]([F:27])([F:28])[F:29])[cH:24][cH:25]4)[NH:30][C:31](=[O:32])[O:33][C:34]([CH3:35])([CH3:36])[CH3:37])[s:15]3)[cH:8][c:9]2[CH2:10]1>>[O:1]=[C:2]1[NH:3][c:4]2[cH:5][cH:6][c:7](-[c:11]3[n:12][n:13][c:14]([NH:16][CH2:17][CH:18]([CH2:19][c:20]4[cH:21][cH:22][c:23]([C:26]([F:27])([F:28])[F:29])[cH:24][cH:25]4)[NH2:30])[s:15]3)[cH:8][c:9]2[CH2:10]1.